Dataset: the Open Reaction Database (ORD), a public repository of structured organic reaction records. Task: describe an organic reaction: reactants, conditions, products, and yield Starting materials: C1CCOC1, COC(=O)c1cc([N+](=O)[O-])c(OC)cc1Nc1ccc(CCCc2ccc(Cl)c(Cl)c2)cc1, [Na+], [OH-]. Yields the product COc1cc(Nc2ccc(CCCc3ccc(Cl)c(Cl)c3)cc2)c(C(=O)O)cc1[N+](=O)[O-]. As a reaction SMILES: [CH2:34]1[O:35][CH2:36][CH2:37][CH2:38]1.[CH3:1][O:2][C:3]([c:4]1[c:5]([NH:15][c:16]2[cH:17][cH:18][c:19]([CH2:22][CH2:23][CH2:24][c:25]3[cH:26][c:27]([Cl:32])[c:28]([Cl:31])[cH:29][cH:30]3)[cH:20][cH:21]2)[cH:6][c:7]([O:13][CH3:14])[c:8]([N+:10](=[O:11])[O-:12])[cH:9]1)=[O:33].[Na+:40].[OH-:39]>>[O:2]=[C:3]([c:4]1[c:5]([NH:15][c:16]2[cH:17][cH:18][c:19]([CH2:22][CH2:23][CH2:24][c:25]3[cH:26][c:27]([Cl:32])[c:28]([Cl:31])[cH:29][cH:30]3)[cH:20][cH:21]2)[cH:6][c:7]([O:13][CH3:14])[c:8]([N+:10](=[O:11])[O-:12])[cH:9]1)[OH:33].